Dataset: the Open Reaction Database (ORD), a public repository of structured organic reaction records. Task: describe an organic reaction: reactants, conditions, products, and yield Reactants: Cl (hydrochloric acid), C(C1=CC=CC=C1)NC1=NC=C(C(=C1)N)F (2-benzylamino-4-amino-5-fluoropyridine). Run at time 2 day. The reagents and catalysts are [Pd] (palladium on carbon). As a reaction SMILES: [ClH:1].C([NH:9][C:10]1[CH:15]=[C:14]([NH2:16])[C:13]([F:17])=[CH:12][N:11]=1)C1C=CC=CC=1>[Pd].CO>[ClH:1].[NH2:9][C:10]1[CH:15]=[C:14]([NH2:16])[C:13]([F:17])=[CH:12][N:11]=1 |f:4.5|. Yields the product Cl.NC1=NC=C(C(=C1)N)F (2,4-diamino-5-fluoropyridine hydrochloride). Procedure: To 4 ml of methanol having added 400 mg of concentrated hydrochloric acid added thereto was added 350 mg of 2-benzylamino-4-amino-5-fluoropyridine together with 50 mg of 10% palladium on carbon, and the mixture was hydrogenated at 40° C. for 2 days. The catalyst was separated by filtration, and the solvent and the like were distilled off under reduced pressure. Procedure of adding 10 ml of distilled water to the residue and concentrating under reduced pressure was repeated 4 times, and the proce... Isolated yield 98.7%. The solvent is CO (methanol). Reported procedure: 4-Bromobenzenethiol (3.78 g, 0.02 mol) was added to a solution of sodium (0.46 g, 0.02 mol) in ethanol (50 ml.) and 3,5-di-(chloromethyl)-1,2,4-oxadiazole (1.67 g, 0.01 mol) was added dropwise. The solution was then filtered and evaporated to give a solid which was recrystallised from isopropanol to give 3,5-di-(4-bromophenylthiomethyl)-1,2,4-oxadiazole, m.p. 80°. The reactants are BrC1=CC=C(C=C1)S (4-Bromobenzenethiol), [Na] (sodium), ClCC1=NOC(=N1)CCl (3,5-di-(chloromethyl)-1,2,4-oxadiazole). The solvent is C(C)O (ethanol). Yields the product BrC1=CC=C(C=C1)SCC1=NOC(=N1)CSC1=CC=C(C=C1)Br (3,5-di-(4-bromophenylthiomethyl)-1,2,4-oxadiazole). As a reaction SMILES: [Br:1][C:2]1[CH:7]=[CH:6][C:5]([SH:8])=[CH:4][CH:3]=1.[Na].Cl[CH2:11][C:12]1[N:16]=[C:15]([CH2:17]Cl)[O:14][N:13]=1>C(O)C>[Br:1][C:2]1[CH:7]=[CH:6][C:5]([S:8][CH2:11][C:12]2[N:16]=[C:15]([CH2:17][S:8][C:5]3[CH:6]=[CH:7][C:2]([Br:1])=[CH:3][CH:4]=3)[O:14][N:13]=2)=[CH:4][CH:3]=1 |^1:8|. The reactants are [N+](=O)([O-])C=1C=C(C=CC1)C=1C=C(C(=O)OC)C=CC1 (methyl 3-(3-nitrophenyl)benzoate). The reagents and catalysts are [Pd] (Palladium on carbon). Solvent: CO (methanol). Conditions: time 1 hour. The product is NC=1C=C(C=CC1)C=1C=C(C(=O)OC)C=CC1 (methyl 3-(3-aminophenyl)benzoate). Isolated yield 82.1%. RXN SMILES: [N+:1]([C:4]1[CH:5]=[C:6]([C:10]2[CH:11]=[C:12]([CH:17]=[CH:18][CH:19]=2)[C:13]([O:15][CH3:16])=[O:14])[CH:7]=[CH:8][CH:9]=1)([O-])=O>[Pd].CO>[NH2:1][C:4]1[CH:5]=[C:6]([C:10]2[CH:11]=[C:12]([CH:17]=[CH:18][CH:19]=2)[C:13]([O:15][CH3:16])=[O:14])[CH:7]=[CH:8][CH:9]=1. Procedure: 10% Palladium on carbon (0.4 g) was added to a solution of methyl 3-(3-nitrophenyl)benzoate (2.0 g) in methanol (30 ml) and the mixture was subjected to catalytic hydrogenation at ambient temperature under atmospheric pressure. After one hour, the catalyst was removed by filtration and the filtrate was evaporated in vacuo. The residue was crystallized from diethyl ether to afford methyl 3-(3-aminophenyl)benzoate (1.45 g). The yield is 54.6%. Reactants: P(Cl)(Cl)Cl (PCl3), S1C(=CC=C1)CC(=O)NC1[C@@H]2N(C(=C(C(S2=O)C)COC(C)=O)C(=O)OC(C2=CC=CC=C2)C2=CC=CC=C2)C1=O (diphenylmethyl 7-(2-thienylacetamido)-2-methyl-3-acetoxymethylceph-3-em-4-carboxylate 1-oxide). The solvent is CN(C)C=O (DMF), ice water. RXN SMILES: P(Cl)(Cl)Cl.[S:5]1[CH:9]=[CH:8][CH:7]=[C:6]1[CH2:10][C:11]([NH:13][CH:14]1[C:44](=[O:45])[N:16]2[C:17]([C:28]([O:30][CH:31]([C:38]3[CH:43]=[CH:42][CH:41]=[CH:40][CH:39]=3)[C:32]3[CH:37]=[CH:36][CH:35]=[CH:34][CH:33]=3)=[O:29])=[C:18]([CH2:23][O:24][C:25](=[O:27])[CH3:26])[CH:19]([CH3:22])[S:20](=O)[C@H:15]12)=[O:12]>CN(C=O)C>[S:5]1[CH:9]=[CH:8][CH:7]=[C:6]1[CH2:10][C:11]([NH:13][CH:14]1[C:44](=[O:45])[N:16]2[C:17]([C:28]([O:30][CH:31]([C:32]3[CH:37]=[CH:36][CH:35]=[CH:34][CH:33]=3)[C:38]3[CH:39]=[CH:40][CH:41]=[CH:42][CH:43]=3)=[O:29])=[C:18]([CH2:23][O:24][C:25](=[O:27])[CH3:26])[C@H:19]([CH3:22])[S:20][C@H:15]12)=[O:12]. Yields the product S1C(=CC=C1)CC(=O)NC1[C@@H]2N(C(=C([C@@H](S2)C)COC(C)=O)C(=O)OC(C2=CC=CC=C2)C2=CC=CC=C2)C1=O (diphenylmethyl 7-(2-thienylacetamido)-2β-methyl-3-acetoxymethylceph-3-em-4-carboxylate). Procedure: A 41.5 ml portion of PCl3 was added to a solution of 32 g of diphenylmethyl 7-(2-thienylacetamido)-2-methyl-3-acetoxymethylceph-3-em-4-carboxylate 1-oxide in 200 ml of DMF at -50° C., and the mixture was stirred at -30° C. for 5 minutes and poured in ice water to extract with AcOEt. The AcOEt layer was washed with 5% aqueous NaHCO3 and saturated aqueous sodium chloride solutions, and dried over Na2SO4, followed by distilling off the AcOET under reduced pressure, thus yielding crude crystals. Rec... Run at temperature -30 celsius, time 5 minute. Starting materials: ClC1=C(C=C(N)C=C1)C1=NC=CC=C1 (4-chloro-3-(pyridin-2-yl)aniline), N1(C=NC=C1)C1=CC=C(C(=O)O)C=C1 (4-(1H-imidazol-1-yl)benzoic acid). Product: ClC1=C(C=C(C=C1)NC(C1=CC=C(C=C1)N1C=NC=C1)=O)C1=NC=CC=C1 (N-(4-chloro-3-(pyridin-2-yl)phenyl)-4-(1H-imidazol-1-yl)benzamide). As a reaction SMILES: [Cl:1][C:2]1[CH:8]=[CH:7][C:5]([NH2:6])=[CH:4][C:3]=1[C:9]1[CH:14]=[CH:13][CH:12]=[CH:11][N:10]=1.[N:15]1([C:20]2[CH:28]=[CH:27][C:23]([C:24](O)=[O:25])=[CH:22][CH:21]=2)[CH:19]=[CH:18][N:17]=[CH:16]1>>[Cl:1][C:2]1[CH:8]=[CH:7][C:5]([NH:6][C:24](=[O:25])[C:23]2[CH:22]=[CH:21][C:20]([N:15]3[CH:19]=[CH:18][N:17]=[CH:16]3)=[CH:28][CH:27]=2)=[CH:4][C:3]=1[C:9]1[CH:14]=[CH:13][CH:12]=[CH:11][N:10]=1. Reported procedure: 75 mg of 4-chloro-3-(pyridin-2-yl)aniline was coupled to 78 mg of 4-(1H-imidazol-1-yl)benzoic acid via Procedure G. The crude product was purified by reverse phase HPLC to yield N-(4-chloro-3-(pyridin-2-yl)phenyl)-4-(1H-imidazol-1-yl)benzamide. MS (Q1) 375.3 (M)+. Starting materials: CO, Cc1cc(Oc2ccc([N+](=O)[O-])c(N(C)C(=O)OC(C)(C)C)c2)c(C)cc1O. Product: Cc1cc(Oc2ccc(N)c(N(C)C(=O)OC(C)(C)C)c2)c(C)cc1O. As a reaction SMILES: [CH3:29][OH:30].[OH:1][c:2]1[cH:3][c:4]([CH3:28])[c:5]([O:6][c:7]2[cH:8][cH:9][c:10]([N+:22]([O-:23])=[O:24])[c:11]([N:13]([C:14]([O:15][C:16]([CH3:17])([CH3:18])[CH3:19])=[O:20])[CH3:21])[cH:12]2)[cH:25][c:26]1[CH3:27]>>[OH:1][c:2]1[cH:3][c:4]([CH3:28])[c:5]([O:6][c:7]2[cH:8][cH:9][c:10]([NH2:22])[c:11]([N:13]([C:14]([O:15][C:16]([CH3:17])([CH3:18])[CH3:19])=[O:20])[CH3:21])[cH:12]2)[cH:25][c:26]1[CH3:27]. Reagents/catalysts: [Pd] (palladium-on-carbon). Reactants: NC1=CC=CC2=CC=CC(=C12)N (1,8-diaminonaphthalene), C(C=1C(O)=CC=CC1)=O (salicylaldehyde). Run at time 18 hour. Procedure: To 1,8-diaminonaphthalene (31.6 g, 0.2 mole) suspended in 200 ml absolute ethanol is added salicylaldehyde (24.4 g, 0.2 mole) and 7 g 10% palladium-on-carbon. The mixture is stirred and heated under reflux for 45 min., after which it is allowed to stand for 18 hours at ambient temperature. The mixture is then filtered and the filtrate is washed with ethanol and ether. The green solid is treated with heated dimethylformamide (charcoal) and filtered hot. The catalyst is removed from the product by... The product is OC1=C(C=CC=C1)C=1NC=2C=CC=C3C=CC=C(N1)C23 (2-(o-hydroxyphenyl)perimidine). The solvent is C(C)O (ethanol). Reaction SMILES: [NH2:1][C:2]1[C:11]2[C:6](=[CH:7][CH:8]=[CH:9][C:10]=2[NH2:12])[CH:5]=[CH:4][CH:3]=1.[CH:13](=O)[C:14]1[C:15](=[CH:17][CH:18]=[CH:19][CH:20]=1)[OH:16]>C(O)C.[Pd]>[OH:16][C:15]1[CH:17]=[CH:18][CH:19]=[CH:20][C:14]=1[C:13]1[NH:1][C:2]2[CH:3]=[CH:4][CH:5]=[C:6]3[C:11]=2[C:10]([N:12]=1)=[CH:9][CH:8]=[CH:7]3. Yields the product N1=C(C=CC2=CC=CC=C12)COCCCO (3-(Quinolin-2-ylmethoxy)-propan-1-ol). As a reaction SMILES: [CH2:1]([OH:5])[CH2:2][CH2:3][OH:4].[H-].[Na+].Cl[CH2:9][C:10]1[CH:19]=[CH:18][C:17]2[C:12](=[CH:13][CH:14]=[CH:15][CH:16]=2)[N:11]=1.O>CN1C(=O)N(C)CCC1.C1COCC1>[N:11]1[C:12]2[C:17](=[CH:16][CH:15]=[CH:14][CH:13]=2)[CH:18]=[CH:19][C:10]=1[CH2:9][O:4][CH2:3][CH2:2][CH2:1][OH:5] |f:1.2|. The solvent is CN1CCCN(C1=O)C (DMPU), C1CCOC1 (THF). Reactants: C(CCO)O (1,3-Propanediol), O (water), [H-].[Na+] (Sodium hydride), ClCC1=NC2=CC=CC=C2C=C1 (2-Chloromethylquinoline). Procedure: 1,3-Propanediol (6.0 mL, 85 mmol) is dissolved in 20% DMPU in THF (80 mL) and cooled to 0° C. Sodium hydride (60%, 3.6 mg, 90 mmol) is added portionwise, and the contents are allowed to stir for 15 min. at 0° C. 2-Chloromethylquinoline (7.64 g, 42.7 mmol) is added and the reaction is allowed to stir overnight. The reaction is poured into water (700 mL) and extracted with ethyl acetate (1×200 mL). Sodium chloride is added to the aqueous layer and extracted again with ethyl acetate (2×200 mL). The... Conditions: temperature 0 celsius, time 15 minute.